This data is from the Open Reaction Database (ORD), a public repository of structured organic reaction records. The task is: describe an organic reaction: reactants, conditions, products, and yield Reactants: Cl.CN1CCCCC1 (N-methylpiperidine hydrochloride), [N-]=[N+]=[N-].[Na+] (sodium azide), C(C)(=O)OC1=C2C(CC3N(C2=CC(=C1)OC(C)CCCC1=CC=CC=C1)CCCC3)CCC#N (7 -acetoxy-6-(2-cyanoethyl)-9-(5-phenyl-2-pentyloxy)-2,3,4,4a,5,6-hexahydro-1H-pyrido[1,2-a]quinoline), Cl.CN1CCCCC1 (N-methylpiperidine hydrochloride). Reagents/catalysts: CN1CCCCC1 (N-methylpiperidine). The solvent is C(C)O (ethanol). Run at time 8 hour. Yields the product OC1=C2C(CC3N(C2=CC(=C1)OC(C)CCCC1=CC=CC=C1)CCCC3)CCC3=NN=NN3 (7-Hydroxy-6-[2-(5-tetrazolyl)ethyl]-9-(5-phenyl-2-pentyloxy)-2,3,4,4a,5,6-hexahydro-1H-pyrido[1,2-a]quinoline). Reaction SMILES: [N-:1]=[N+:2]=[N-:3].[Na+].C([O:8][C:9]1[CH:18]=[C:17]([O:19][CH:20]([CH2:22][CH2:23][CH2:24][C:25]2[CH:30]=[CH:29][CH:28]=[CH:27][CH:26]=2)[CH3:21])[CH:16]=[C:15]2[C:10]=1[CH:11]([CH2:35][CH2:36][C:37]#[N:38])[CH2:12][CH:13]1[CH2:34][CH2:33][CH2:32][CH2:31][N:14]12)(=O)C.Cl.CN1CCCCC1>CN1CCCCC1.C(O)C>[OH:8][C:9]1[CH:18]=[C:17]([O:19][CH:20]([CH2:22][CH2:23][CH2:24][C:25]2[CH:26]=[CH:27][CH:28]=[CH:29][CH:30]=2)[CH3:21])[CH:16]=[C:15]2[C:10]=1[CH:11]([CH2:35][CH2:36][C:37]1[NH:38][N:3]=[N:2][N:1]=1)[CH2:12][CH:13]1[CH2:34][CH2:33][CH2:32][CH2:31][N:14]12 |f:0.1,3.4|. Procedure: Finely ground sodium azide (325 mg., 5 mmole) is added to a solution of 7 -acetoxy-6-(2-cyanoethyl)-9-(5-phenyl-2-pentyloxy)-2,3,4,4a,5,6-hexahydro-1H-pyrido[1,2-a]quinoline (506 mg., 1 mmole) in 5 ml. of ethanol-free chloroform containing 271 mg. (2 mmole) N-methylpiperidine hydrochloride and 5 drops of N-methylpiperidine. The mixture is heated at reflux for one hour, another 2 mmole of N-methylpiperidine hydrochloride is added, refluxing continued for another hour and allowed to stand overnigh... Starting materials: CCN=C=NCCCN(C)C, CN(C)c1ccncc1, CC(C)S(N)(=O)=O, ClCCl, Cl, O=C(O)c1cccc([N+](=O)[O-])c1. Product: CC(C)S(=O)(=O)NC(=O)c1cccc([N+](=O)[O-])c1. As a reaction SMILES: [CH3:21][N:22]([CH3:23])[CH2:24][CH2:25][CH2:26][N:27]=[C:28]=[N:29][CH2:30][CH3:31].[CH3:32][N:33]([CH3:34])[c:35]1[cH:36][cH:37][n:38][cH:39][cH:40]1.[CH:1]([CH3:2])([CH3:3])[S:4](=[O:5])(=[O:6])[NH2:7].[Cl:41][CH2:42][Cl:43].[ClH:20].[N+:8](=[O:9])([O-:10])[c:11]1[cH:12][c:13]([C:14](=[O:15])[OH:16])[cH:17][cH:18][cH:19]1>>[CH:1]([CH3:2])([CH3:3])[S:4](=[O:5])(=[O:6])[NH:7][C:14]([c:13]1[cH:12][c:11]([N+:8](=[O:9])[O-:10])[cH:19][cH:18][cH:17]1)=[O:15]. The reactants are CC(=O)c1ccc(CC2SC(=O)NC2=O)cc1, C[O-], CCO, O=Cc1ccccc1, Cl, [Na+], O. The product is O=C1NC(=O)C(Cc2ccc(C(=O)C=Cc3ccccc3)cc2)S1. RXN SMILES: [C:1]([CH3:2])(=[O:3])[c:4]1[cH:5][cH:6][c:7]([CH2:8][CH:9]2[C:10](=[O:15])[NH:11][C:12](=[O:14])[S:13]2)[cH:16][cH:17]1.[CH3:26][O-:27].[CH3:30][CH2:31][OH:32].[CH:18](=[O:19])[c:20]1[cH:21][cH:22][cH:23][cH:24][cH:25]1.[ClH:29].[Na+:28].[OH2:33]>>[C:1]([CH:2]=[CH:18][c:20]1[cH:21][cH:22][cH:23][cH:24][cH:25]1)(=[O:3])[c:4]1[cH:5][cH:6][c:7]([CH2:8][CH:9]2[C:10](=[O:15])[NH:11][C:12](=[O:14])[S:13]2)[cH:16][cH:17]1. Conditions: temperature -78 celsius, time 40 minute. RXN SMILES: Br[C:2]1[CH:10]=[CH:9][C:8]([CH3:11])=[C:7]2[C:3]=1[C:4]([CH2:12][CH2:13][O:14][Si:15]([C:18]([CH3:21])([CH3:20])[CH3:19])([CH3:17])[CH3:16])=[CH:5][NH:6]2.[Li]C(C)(C)C.[C:27](=[O:29])=[O:28]>C1COCC1.CCOC(C)=O>[C:18]([Si:15]([CH3:17])([CH3:16])[O:14][CH2:13][CH2:12][C:4]1[C:3]2[C:2]([C:27]([OH:29])=[O:28])=[CH:10][CH:9]=[C:8]([CH3:11])[C:7]=2[NH:6][CH:5]=1)([CH3:21])([CH3:20])[CH3:19]. The reactants are [Li]C(C)(C)C (tert-BuLi), BrC1=C2C(=CNC2=C(C=C1)C)CCO[Si](C)(C)C(C)(C)C (4-bromo-3-[2-(tert-butyl-dimethyl-silanyloxy)-ethyl]-7-methyl-1H-indole), C(=O)=O (CO2). Product: C(C)(C)(C)[Si](OCCC1=CNC=2C(=CC=C(C12)C(=O)O)C)(C)C (3-[2-(tert-Butyl-dimethyl-silanyloxy)-ethyl]-7-methyl-1H-indole-4-carboxylic acid). Run in C1CCOC1 (THF), C1CCOC1 (THF), CCOC(=O)C (EtOAc). Procedure: To a suspension of KH (1.85 g of 30 wt % in oil, 13.85 mmol) in THF (100 mL) was added a solution of 4-bromo-3-[2-(tert-butyl-dimethyl-silanyloxy)-ethyl]-7-methyl-1H-indole (3.40 g, 9.24 mmol) in THF (10 mL) at 0° C. After stirring for 40 minutes, the solution was cooled to −78° C. and tert-BuLi (10.9 mL of 1.7 M in pentane, 18.47 mmol), precooled to −78° C., was added. After stirring for 1 hour at −78° C., the reaction mixture was transferred to the flask containing anhydrous CO2 (dry ice, 100 ...